Dataset: the Open Reaction Database (ORD), a public repository of structured organic reaction records. Task: describe an organic reaction: reactants, conditions, products, and yield Reactants: Cl.FC1=CC=C(C=C1)C(CC1=NC2=C(N1)CCCC2C)=O (1-(4-Fluorophenyl)-2-(4-methyl-4,5,6,7-tetrahydro-1H-benzimidazol-2-yl)ethanone hydrochloride), C[O-].[Na+] (sodium methylate), C(C#C)(=O)OC (methyl propiolate). Product: FC1=CC=C(C(=O)C=2C=CC(N3C2NC2=C3CCCC2C)=O)C=C1 (4-(4-Fluorobenzoyl)-6-methyl-6,7,8,9-tetrahydropyrido[1,2-a]benzimidazol-1(5H)-one). As a reaction SMILES: Cl.[F:2][C:3]1[CH:8]=[CH:7][C:6]([C:9](=[O:21])[CH2:10][C:11]2[NH:15][C:14]3[CH2:16][CH2:17][CH2:18][CH:19]([CH3:20])[C:13]=3[N:12]=2)=[CH:5][CH:4]=1.C[O-].[Na+].[C:25](OC)(=[O:28])[C:26]#[CH:27]>>[F:2][C:3]1[CH:8]=[CH:7][C:6]([C:9]([C:10]2[CH:27]=[CH:26][C:25](=[O:28])[N:15]3[C:14]4[CH2:16][CH2:17][CH2:18][CH:19]([CH3:20])[C:13]=4[NH:12][C:11]=23)=[O:21])=[CH:5][CH:4]=1 |f:0.1,2.3|. Procedure details: The compound is prepared as described in example 20 with 200 mg (0.65 mmol) of 1-(4-fluorophenyl)-2-(4-methyl-4,5,6,7-tetrahydro-1H-benzimidazol-2-yl)ethanone hydrochloride (example XVI), 50 mg (0.93 mmol) of sodium methylate and 54.4 mg (0.65 mmol) methyl propiolate. Solvent: ClCCl (dichloromethane). Reactants: N1=CC=CC=C1 (pyridine), ClC=1C=CC(=C(C(=O)NNC=O)C1)OC(C)(C1=NN=C(N1C)C1=C(C=CC=C1)C(F)(F)F)C (5-chloro-N′-formyl-2-(1-methyl-1-{4-methyl-5-[2-(trifluoromethyl)phenyl}-4H-1,2,4-triazol-3-yl)ethoxy)benzohydrazide), FC(S(=O)(=O)OS(=O)(=O)C(F)(F)F)(F)F (Trifluoromethanesulfonic anhydride). Isolated yield 13.0%. Reaction SMILES: [Cl:1][C:2]1[CH:3]=[CH:4][C:5]([O:14][C:15]([CH3:33])([C:17]2[N:21]([CH3:22])[C:20]([C:23]3[CH:28]=[CH:27][CH:26]=[CH:25][C:24]=3[C:29]([F:32])([F:31])[F:30])=[N:19][N:18]=2)[CH3:16])=[C:6]([CH:13]=1)[C:7]([NH:9][NH:10][CH:11]=O)=[O:8].N1C=CC=CC=1.FC(F)(F)S(OS(C(F)(F)F)(=O)=O)(=O)=O>ClCCl>[Cl:1][C:2]1[CH:3]=[CH:4][C:5]([O:14][C:15]([CH3:16])([C:17]2[N:21]([CH3:22])[C:20]([C:23]3[CH:28]=[CH:27][CH:26]=[CH:25][C:24]=3[C:29]([F:30])([F:32])[F:31])=[N:19][N:18]=2)[CH3:33])=[C:6]([C:7]2[O:8][CH:11]=[N:10][N:9]=2)[CH:13]=1. Conditions: temperature -10 celsius, time 20 hour. Procedure details: 5-chloro-N′-formyl-2-(1-methyl-1-{4-methyl-5-[2-(trifluoromethyl)phenyl}-4H-1,2,4-triazol-3-yl)ethoxy)benzohydrazide (200 mg) was dissolved in dichloromethane (3 ml), pyridine (80 μl) was added thereto, followed by cooling to −10° C. Trifluoromethanesulfonic anhydride (140 μl) was added to the reaction solution, followed by stirring at room temperature for 20 hours. The reaction solution was concentrated under reduced pressure and water was added thereto, followed by extraction with ethyl acetat... Yields the product ClC=1C=CC(=C(C1)C=1OC=NN1)OC(C)(C1=NN=C(N1C)C1=C(C=CC=C1)C(F)(F)F)C (2-[5-chloro-2-(1-methyl-1-{4-methyl-5-[2-(trifluoromethyl)phenyl]-4H-1,2,4-triazol-3-yl}ethoxy)phenyl]-1,3,4-oxadiazole). The reactants are [Na] (sodium), N1C(CC2=CC=CC=C12)=O (2-oxindole), O1C(=CC=C1)C(=O)Cl (2-furoyl chloride). The solvent is C(C)O (ethanol). Run at time 12.5 minute. Yields the product O1C(=CC=C1)C(=O)C1C(NC2=CC=CC=C12)=O (3-(2-Furoyl)-2-oxindole). The yield is 36.5%. Reaction SMILES: [Na].[NH:2]1[C:10]2[C:5](=[CH:6][CH:7]=[CH:8][CH:9]=2)[CH2:4][C:3]1=[O:11].[O:12]1[CH:16]=[CH:15][CH:14]=[C:13]1[C:17](Cl)=[O:18]>C(O)C>[O:12]1[CH:16]=[CH:15][CH:14]=[C:13]1[C:17]([CH:4]1[C:5]2[C:10](=[CH:9][CH:8]=[CH:7][CH:6]=2)[NH:2][C:3]1=[O:11])=[O:18] |^1:0|. Procedure details: To a stirred solution of 5.5 g (0.24 mole) of sodium in 150 ml of ethanol was added 13.3 g (0.10 mole) of 2-oxindole at room temperature. The resulting slurry was cooled to ice-bath temperature, and then 15.7 g (0.12 mole) of 2-furoyl chloride was added, dropwise, during 10-15 minutes. The ice-bath was removed, and additional 100 ml of ethanol was added and then the reaction mixture was heated under reflux for 7 hours. The reaction mixture was allowed to stand overnight and then the solid was fi... Reactants: C(C1=CC=CC=C1)N1CCC(CC1)(C#N)NC1=CC=C(C=C1)F (1-benzyl-4-(4-fluoro-phenylamino)-piperidine-4-carbonitrile), [OH-].[Na+] (NaOH), ClS(=O)(=O)N=C=O (chlorosulfonyl isocyanate), Cl (HCl). Solvent: ClCCl (dichloromethane). Reaction conditions: time 30 minute. The product is C(C1=CC=CC=C1)N1CCC2(C(NC(N2C2=CC=C(C=C2)F)=O)=O)CC1 (8-benzyl-1-(4-fluoro-phenyl)-1,3,8-triaza-spiro[4.5]decane-2,4-dione). Reaction SMILES: [CH2:1]([N:8]1[CH2:13][CH2:12][C:11]([NH:16][C:17]2[CH:22]=[CH:21][C:20]([F:23])=[CH:19][CH:18]=2)([C:14]#[N:15])[CH2:10][CH2:9]1)[C:2]1[CH:7]=[CH:6][CH:5]=[CH:4][CH:3]=1.ClS(N=[C:29]=[O:30])(=O)=O.Cl.[OH-:32].[Na+]>ClCCl>[CH2:1]([N:8]1[CH2:9][CH2:10][C:11]2([N:16]([C:17]3[CH:18]=[CH:19][C:20]([F:23])=[CH:21][CH:22]=3)[C:29](=[O:30])[NH:15][C:14]2=[O:32])[CH2:12][CH2:13]1)[C:2]1[CH:3]=[CH:4][CH:5]=[CH:6][CH:7]=1 |f:3.4|. Procedure: Combine 1-benzyl-4-(4-fluoro-phenylamino)-piperidine-4-carbonitrile (32 mmol) and dichloromethane (100 mL). Add chlorosulfonyl isocyanate (20 mmol) in dropwise fashion with water bath cooling so as to maintain the temperature of the reaction mixture between 20° and 30° C. After 30 minutes, concentrate the reaction mixture in vacuo to obtain a residue. Add 1N HCl (100 mL) and heat at reflux for 1 h. Cool in an ice bath and adjust the pH to 5.5 using 5N NaOH. Filter to obtain a residue. Wash with ... Reactants: NC1=C(C2=C(S1)C=CC=C2)C#N (2-aminobenzo[b]thiophene-3-carbonitrile), FC1=C(C=C(C=C1)F)[N+](=O)[O-] (2,5-difluoronitrobenzene). The product is FC1=CC(=C(NC2=C(C3=C(S2)C=CC=C3)C#N)C=C1)[N+](=O)[O-] (2-(4-fluoro-2-nitroanilino)benzo[b]thiophene-3-carbonitrile). Yield: 93.1%. RXN SMILES: [NH2:1][C:2]1[S:6][C:5]2[CH:7]=[CH:8][CH:9]=[CH:10][C:4]=2[C:3]=1[C:11]#[N:12].F[C:14]1[CH:19]=[CH:18][C:17]([F:20])=[CH:16][C:15]=1[N+:21]([O-:23])=[O:22]>>[F:20][C:17]1[CH:18]=[CH:19][C:14]([NH:1][C:2]2[S:6][C:5]3[CH:7]=[CH:8][CH:9]=[CH:10][C:4]=3[C:3]=2[C:11]#[N:12])=[C:15]([N+:21]([O-:23])=[O:22])[CH:16]=1. Procedure: In the same manner as in Starting Material Synthesis Example 51 and using 2-aminobenzo[b]thiophene-3-carbonitrile (4.0 g) and 2,5-difluoronitrobenzene (3.7 g), 2-(4-fluoro-2-nitroanilino)benzo[b]thiophene-3-carbonitrile (6.7 g) was obtained.